Dataset: the Open Reaction Database (ORD), a public repository of structured organic reaction records. Task: describe an organic reaction: reactants, conditions, products, and yield The reactants are CCO, [H][H], O=C(O)N1CCN(c2ccc([N+](=O)[O-])cc2)CC1. Yields the product Nc1ccc(N2CCN(C(=O)O)CC2)cc1. RXN SMILES: [CH3:21][CH2:22][OH:23].[H:19][H:20].[N+:1]([O-:2])(=[O:3])[c:4]1[cH:5][cH:6][c:7]([N:10]2[CH2:11][CH2:12][N:13]([C:16](=[O:17])[OH:18])[CH2:14][CH2:15]2)[cH:8][cH:9]1>>[NH2:1][c:4]1[cH:5][cH:6][c:7]([N:10]2[CH2:11][CH2:12][N:13]([C:16](=[O:17])[OH:18])[CH2:14][CH2:15]2)[cH:8][cH:9]1. Reaction SMILES: [CH2:16]([c:17]1[cH:18][cH:19][cH:20][cH:21][cH:22]1)[CH:23]1[CH2:24][CH2:25][NH:26][CH2:27][CH2:28]1.[CH2:29]([O:30][CH2:31][CH3:32])[CH3:33].[N+:1](=[O:2])([O-:3])[c:4]1[cH:5][c:6]([NH:10][C:11]([C:12](=[O:13])[OH:14])=[O:15])[cH:7][cH:8][cH:9]1>>[N+:1](=[O:2])([O-:3])[c:4]1[cH:5][c:6]([NH:10][C:11]([C:12](=[O:14])[N:26]2[CH2:25][CH2:24][CH:23]([CH2:16][c:17]3[cH:18][cH:19][cH:20][cH:21][cH:22]3)[CH2:28][CH2:27]2)=[O:15])[cH:7][cH:8][cH:9]1. Product: O=C(Nc1cccc([N+](=O)[O-])c1)C(=O)N1CCC(Cc2ccccc2)CC1. Starting materials: c1ccc(CC2CCNCC2)cc1, CCOCC, O=C(O)C(=O)Nc1cccc([N+](=O)[O-])c1. The reactants are BrC=1N=CN(C1)C1=NC(=CC(=N1)C1=CC=C(C=C1)Cl)C (2-(4-bromo-imidazol-1-yl)-4-(4-chloro-phenyl)-6-methyl-pyrimidine), N1=CC(=CC=C1)B(O)O (3-pyridylboronic acid). Product: ClC1=CC=C(C=C1)C1=NC(=NC(=C1)C)N1C=NC(=C1)C=1C=NC=CC1 (4-(4-Chloro-phenyl)-6-methyl-2-(4-pyridin-3-yl-imidazol-1-yl)-pyrimidine), solid. The yield is 19.0%. RXN SMILES: Br[C:2]1[N:3]=[CH:4][N:5]([C:7]2[N:12]=[C:11]([C:13]3[CH:18]=[CH:17][C:16]([Cl:19])=[CH:15][CH:14]=3)[CH:10]=[C:9]([CH3:20])[N:8]=2)[CH:6]=1.[N:21]1[CH:26]=[CH:25][CH:24]=[C:23](B(O)O)[CH:22]=1>>[Cl:19][C:16]1[CH:17]=[CH:18][C:13]([C:11]2[CH:10]=[C:9]([CH3:20])[N:8]=[C:7]([N:5]3[CH:6]=[C:2]([C:23]4[CH:22]=[N:21][CH:26]=[CH:25][CH:24]=4)[N:3]=[CH:4]3)[N:12]=2)=[CH:14][CH:15]=1. Procedure details: The title compound was prepared from 2-(4-bromo-imidazol-1-yl)-4-(4-chloro-phenyl)-6-methyl-pyrimidine (example E.12) (0.14 g, 0.4 mmol) and commercially available 3-pyridylboronic acid (0.049 g, 0.4 mmol) according to the general procedure VI. Obtained as a light yellow solid (0.027 g, 19%). MS (ISN) 346.1 [(M−H)−]; mp 179-181° C. Reactants: C=C(C)CBr, O=C([O-])[O-], CN(C)C=O, CC(=O)c1cc(Cl)ccc1O, [K+], [K+], O. Product: C=C(C)COc1ccc(Cl)cc1C(C)=O. Reaction SMILES: [Br:18][CH2:19][C:20](=[CH2:21])[CH3:22].[C:12](=[O:13])([O-:14])[O-:15].[CH3:23][N:24]([CH3:25])[CH:26]=[O:27].[Cl:1][c:2]1[cH:3][cH:4][c:5]([OH:11])[c:6]([C:8]([CH3:9])=[O:10])[cH:7]1.[K+:16].[K+:17].[OH2:28]>>[Cl:1][c:2]1[cH:3][cH:4][c:5]([O:11][CH2:21][C:20](=[CH2:19])[CH3:22])[c:6]([C:8]([CH3:9])=[O:10])[cH:7]1.